From a dataset of the Open Reaction Database (ORD), a public repository of structured organic reaction records. describe an organic reaction: reactants, conditions, products, and yield RXN SMILES: [Br:13][c:14]1[cH:15][s:16][cH:17][c:18]1[Br:19].[Br:1][c:2]1[s:3][c:4]([Cl:5])[c:6]([Cl:11])[c:12]1[C:7]([CH2:8][Cl:9])=[O:10].[C:25]([O:26][CH2:27][CH3:28])(=[O:29])[CH3:30].[CH3:31][CH2:32][CH2:33][CH2:34][CH2:35][CH3:36].[CH3:37][C:38]#[N:39].[Cl:20][CH2:21][C:22]([Cl:23])=[O:24].[OH2:40]>>[C:7]([CH2:8][Cl:9])(=[O:10])[c:15]1[c:14]([Br:13])[c:18]([Br:19])[cH:17][s:16]1. The reactants are Brc1cscc1Br, O=C(CCl)c1c(Br)sc(Cl)c1Cl, CCOC(C)=O, CCCCCC, CC#N, O=C(Cl)CCl, O. Yields the product O=C(CCl)c1scc(Br)c1Br. Starting materials: N1=C(C=CC=C1)N (pyridin-2-amine), ClC(C(=O)OCC)C(C)=O (ethyl 2-chloro-3-oxobutanoate). Run in C(C)O (ethanol). Reaction conditions: temperature 80 celsius, time 2 day. Yields the product CC=1N=C2N(C=CC=C2)C1C(=O)O (2-methylimidazo[1,2-a]pyridine-3-carboxylic acid). The yield is 44.5%. Reaction SMILES: [N:1]1[CH:6]=[CH:5][CH:4]=[CH:3][C:2]=1[NH2:7].Cl[CH:9]([C:15](=O)[CH3:16])[C:10]([O:12]CC)=[O:11]>C(O)C>[CH3:16][C:15]1[N:7]=[C:2]2[CH:3]=[CH:4][CH:5]=[CH:6][N:1]2[C:9]=1[C:10]([OH:12])=[O:11]. Procedure: A mixture of pyridin-2-amine (10 g, 106 mmol), ethyl 2-chloro-3-oxobutanoate (16 g, 97 mmol) and ethanol (200 mL) was stirred at 80° C. for 2 days. The reaction mixture was concentrated under reduced pressure, saturated aqueous sodium bicarbonate solution was added to the obtained residue, and the mixture was extracted with ethyl acetate. The collected organic layer was washed with saturated brine and dried over anhydrous magnesium sulfate, and the insoluble material was filtered off. The filtra... Reactants: compound 310, NC1=C2C(=NC=N1)N(N=C2CO)CC=2N(C(C1=C(C=CC=C1C2)C)=O)C2=C(C=CC=C2)C (3-((4-amino-3-(hydroxymethyl)-1H-pyrazolo[3,4-d]pyrimidin-1-yl)methyl)-8-methyl-2-o-tolylisoquinolin-1(2H)-one), NC1=C2C(=NC=N1)N(N=C2CO)CC=2N(C(C1=C(C=CC=C1C2)C)=O)C2=C(C=CC=C2)C (3-((4-amino-3-(hydroxymethyl)-1H-pyrazolo[3,4-d]pyrimidin-1-yl)methyl)-8-methyl-2-o-tolylisoquinolin-1(2H)-one), C(C)N(CC)S(F)(F)F (diethylaminosulfur trifluoride). The solvent is C(Cl)Cl (DCM). Reaction conditions: time 5 hour. The product is NC1=C2C(=NC=N1)N(N=C2CF)CC=2N(C(C1=C(C=CC=C1C2)C)=O)C2=C(C=CC=C2)C (3-((4-amino-3-(fluoromethyl)-1H-pyrazolo[3,4-d]pyrimidin-1-yl)methyl)-8-methyl-2-o-tolylisoquinolin-1(2H)-one). The yield is 20.0%. Reaction SMILES: [NH2:1][C:2]1[N:7]=[CH:6][N:5]=[C:4]2[N:8]([CH2:13][C:14]3[N:15]([C:26]4[CH:31]=[CH:30][CH:29]=[CH:28][C:27]=4[CH3:32])[C:16](=[O:25])[C:17]4[C:22]([CH:23]=3)=[CH:21][CH:20]=[CH:19][C:18]=4[CH3:24])[N:9]=[C:10]([CH2:11]O)[C:3]=12.C(N(S(F)(F)[F:39])CC)C>C(Cl)Cl>[NH2:1][C:2]1[N:7]=[CH:6][N:5]=[C:4]2[N:8]([CH2:13][C:14]3[N:15]([C:26]4[CH:31]=[CH:30][CH:29]=[CH:28][C:27]=4[CH3:32])[C:16](=[O:25])[C:17]4[C:22]([CH:23]=3)=[CH:21][CH:20]=[CH:19][C:18]=4[CH3:24])[N:9]=[C:10]([CH2:11][F:39])[C:3]=12. Procedure: To a stirred suspension of 3-((4-amino-3-(hydroxymethyl)-1H-pyrazolo[3,4-d]pyrimidin-1-yl)methyl)-8-methyl-2-o-tolylisoquinolin-1(2H)-one (compound 4503) (50 mg, 0.12 mmol) in anhydrous DCM (2 mL) at 0° C. under an argon atmosphere, diethylaminosulfur trifluoride (DAST, 77 μL, 0.59 mmol) was slowly added and the resulting mixture was stirred from 0° C. to room temperature for 5 h. The reaction was quenched with water and extracted with ethyl acetate. The combined organic layer was washed with br... The reactants are C1CCOC1, CC(C)C[AlH]CC(C)C, CC(C)O, ClCCl, CCCCNc1nc(N)nc(C)c1Cc1ccc(C(=O)OC)cc1OC, [Na+], [Na+], O=S(=O)([O-])[O-]. Product: CCCCNc1nc(N)nc(C)c1Cc1ccc(CO)cc1OC. As a reaction SMILES: [CH2:47]1[O:48][CH2:49][CH2:50][CH2:51]1.[CH3:1][CH:2]([CH2:3][AlH:4][CH2:5][CH:6]([CH3:7])[CH3:8])[CH3:9].[CH:36]([OH:37])([CH3:38])[CH3:39].[Cl:52][CH2:53][Cl:54].[NH2:10][c:11]1[n:12][c:13]([CH3:35])[c:14]([CH2:22][c:23]2[c:24]([O:33][CH3:34])[cH:25][c:26]([C:27](=[O:28])[O:29][CH3:30])[cH:31][cH:32]2)[c:15]([NH:17][CH2:18][CH2:19][CH2:20][CH3:21])[n:16]1.[Na+:40].[Na+:41].[O-:42][S:43](=[O:44])(=[O:45])[O-:46]>>[NH2:10][c:11]1[n:12][c:13]([CH3:35])[c:14]([CH2:22][c:23]2[c:24]([O:33][CH3:34])[cH:25][c:26]([CH2:27][OH:28])[cH:31][cH:32]2)[c:15]([NH:17][CH2:18][CH2:19][CH2:20][CH3:21])[n:16]1. Reactants: C(CC(=O)OC1CC(N(C(C1)(C)C)C)(C)C)(=O)OC1CC(N(C(C1)(C)C)C)(C)C (bis-(1,2,2,6,6-pentamethyl-4-piperidinyl) malonate), [H-].[Na+] (sodium hydride), C(C1=CC=CC=C1)Cl (benzyl chloride), [H-].[Na+] (sodium hydride), C(C1=CC=CC=C1)Cl (benzyl chloride), [H][H] (hydrogen), [H][H] (hydrogen), [H-].[Na+] (sodium hydride). The solvent is C1(=CC=CC=C1)C (toluene). Conditions: time 1 hour. Yields the product C(C1=CC=CC=C1)C(C(=O)OC1CC(N(C(C1)(C)C)C)(C)C)(C(=O)OC1CC(N(C(C1)(C)C)C)(C)C)CC1=CC=CC=C1 (bis-(1,2,2,6,6-pentamethyl-4-piperidinyl) dibenzylmalonate). RXN SMILES: [C:1]([O:18][CH:19]1[CH2:24][C:23]([CH3:26])([CH3:25])[N:22]([CH3:27])[C:21]([CH3:29])([CH3:28])[CH2:20]1)(=[O:17])[CH2:2][C:3]([O:5][CH:6]1[CH2:11][C:10]([CH3:13])([CH3:12])[N:9]([CH3:14])[C:8]([CH3:16])([CH3:15])[CH2:7]1)=[O:4].[H-].[Na+].[H][H].[CH2:34](Cl)[C:35]1[CH:40]=[CH:39][CH:38]=[CH:37][CH:36]=1>C1(C)C=CC=CC=1>[CH2:34]([C:2]([CH2:34][C:35]1[CH:40]=[CH:39][CH:38]=[CH:37][CH:36]=1)([C:1]([O:18][CH:19]1[CH2:24][C:23]([CH3:26])([CH3:25])[N:22]([CH3:27])[C:21]([CH3:29])([CH3:28])[CH2:20]1)=[O:17])[C:3]([O:5][CH:6]1[CH2:11][C:10]([CH3:13])([CH3:12])[N:9]([CH3:14])[C:8]([CH3:16])([CH3:15])[CH2:7]1)=[O:4])[C:35]1[CH:40]=[CH:39][CH:38]=[CH:37][CH:36]=1 |f:1.2|. Procedure: 205 g of bis-(1,2,2,6,6-pentamethyl-4-piperidinyl) malonate, prepared according to known methods, are heated with 12 g of sodium hydride in 500 ml of absolute toluene for 6 hours under reflux. After this time the evolution of hydrogen has ceased and virtually no particles of sodium hydride can be detected in the reaction mixture. The mixture is cooled to 50°, 63 g of benzyl chloride are added dropwise in about 30 minutes and the mixture is then stirred for 1 hour under reflux. It is then again c...